From a dataset of the Open Reaction Database (ORD), a public repository of structured organic reaction records. describe an organic reaction: reactants, conditions, products, and yield The reactants are [Al+3], CCC1(c2cccc(OC)c2)CCC(C)C(=O)N(C)C1, [H-], [H-], [H-], [H-], [Li+]. The product is CCC1(c2cccc(OC)c2)CCC(C)CN(C)C1. RXN SMILES: [Al+3:22].[CH2:1]([CH3:2])[C:3]1([c:13]2[cH:14][c:15]([O:19][CH3:20])[cH:16][cH:17][cH:18]2)[CH2:4][CH2:5][CH:6]([CH3:12])[C:7](=[O:11])[N:8]([CH3:10])[CH2:9]1.[H-:21].[H-:24].[H-:25].[H-:26].[Li+:23]>>[CH2:1]([CH3:2])[C:3]1([c:13]2[cH:14][c:15]([O:19][CH3:20])[cH:16][cH:17][cH:18]2)[CH2:4][CH2:5][CH:6]([CH3:12])[CH2:7][N:8]([CH3:10])[CH2:9]1. Starting materials: O=CO, Cc1cc(C=O)cnc1Cl, O, OO. Product: Cc1cc(C(=O)O)cnc1Cl. As a reaction SMILES: [CH:13]([OH:14])=[O:15].[Cl:1][c:2]1[c:3]([CH3:10])[cH:4][c:5]([CH:8]=[O:9])[cH:6][n:7]1.[OH2:16].[OH:11][OH:12]>>[Cl:1][c:2]1[c:3]([CH3:10])[cH:4][c:5]([C:8](=[O:9])[OH:11])[cH:6][n:7]1. Reactants: ClCC=1C(=NC=CC1)C1=CC(=C(C(=C1)OC)OC)OC (3-Chloromethyl-2-(3,4,5-trimethoxyphenyl) pyridine), N1CCNCC1 (piperazine). Product: COC=1C=C(C=C(C1OC)OC)C1=NC=CC=C1CN1CCN(CC1)CC=1C(=NC=CC1)C1=CC(=C(C(=C1)OC)OC)OC (N,N′-bis[ [2-(3,4,5-Trimethoxyphenyl)pyridin-3-yl]methyl]piperazine). Reaction SMILES: Cl[CH2:2][C:3]1[C:4]([C:9]2[CH:14]=[C:13]([O:15][CH3:16])[C:12]([O:17][CH3:18])=[C:11]([O:19][CH3:20])[CH:10]=2)=[N:5][CH:6]=[CH:7][CH:8]=1.[NH:21]1[CH2:26][CH2:25][NH:24][CH2:23][CH2:22]1>>[CH3:20][O:19][C:11]1[CH:10]=[C:9]([C:4]2[C:3]([CH2:2][N:21]3[CH2:26][CH2:25][N:24]([CH2:2][C:3]4[C:4]([C:9]5[CH:14]=[C:13]([O:15][CH3:16])[C:12]([O:17][CH3:18])=[C:11]([O:19][CH3:20])[CH:10]=5)=[N:5][CH:6]=[CH:7][CH:8]=4)[CH2:23][CH2:22]3)=[CH:8][CH:7]=[CH:6][N:5]=2)[CH:14]=[C:13]([O:15][CH3:16])[C:12]=1[O:17][CH3:18]. Procedure: 3-Chloromethyl-2-(3,4,5-trimethoxyphenyl) pyridine (241 mg) and piperazine (35 mg) were reacted in the same manner as in Example 1 to obtain the title compound as a free base. Starting materials: CN1C(=O)C=CC2=C(C=CC(=C12)OC)C(CCl)=O (1-methyl-5-chloroacetyl-8-methoxycarbostyril), C(C)(C)N (isopropylamine). Solvent: C(C)(C)O (isopropanol). Product: CN1C(=O)C=CC2=C(C=CC(=C12)OC)C(CNC(C)C)=O (1-methyl-5-isopropylaminoacetyl-8-methoxycarbostyril). The yield is 13.7%. Reaction SMILES: [CH3:1][N:2]1[C:12]2[C:7](=[C:8]([C:15](=[O:18])[CH2:16]Cl)[CH:9]=[CH:10][C:11]=2[O:13][CH3:14])[CH:6]=[CH:5][C:3]1=[O:4].[CH:19]([NH2:22])([CH3:21])[CH3:20]>C(O)(C)C>[CH3:1][N:2]1[C:12]2[C:7](=[C:8]([C:15](=[O:18])[CH2:16][NH:22][CH:19]([CH3:21])[CH3:20])[CH:9]=[CH:10][C:11]=2[O:13][CH3:14])[CH:6]=[CH:5][C:3]1=[O:4]. Procedure details: 2.7 g of 1-methyl-5-chloroacetyl-8-methoxycarbostyril (IV) prepared as described in Example 1 was dissolved in 40 ml of isopropanol, and 9 g of isopropylamine (III) was added to the solution while heating the solution at a temperature of 55° to 60° C. over a period of 1.5 hours. After completion of the addition, the mixture was allowed to react for one hour while stirring. The reaction mixture was concentrated under reduced pressure and the resulting residue was dissolved in 40 ml of isopropanol... The reactants are O=C([O-])[O-], O=C([O-])O, NNC(=O)c1cn(CC2CCCCC2)c2c(Cl)cccc12, O=C(Cl)CCl, ClCCl, [K+], [K+], [Na+]. Product: NN(C(=O)CCl)C(=O)c1cn(CC2CCCCC2)c2c(Cl)cccc12. RXN SMILES: [C:22](=[O:23])([O-:24])[O-:25].[C:33](=[O:34])([OH:35])[O-:36].[CH:1]1([CH2:7][n:8]2[cH:9][c:10]([C:18](=[O:19])[NH:20][NH2:21])[c:11]3[cH:12][cH:13][cH:14][c:15]([Cl:17])[c:16]23)[CH2:2][CH2:3][CH2:4][CH2:5][CH2:6]1.[Cl:28][CH2:29][C:30](=[O:31])[Cl:32].[Cl:38][CH2:39][Cl:40].[K+:26].[K+:27].[Na+:37]>>[CH:1]1([CH2:7][n:8]2[cH:9][c:10]([C:18](=[O:19])[N:20]([NH2:21])[C:30]([CH2:29][Cl:28])=[O:31])[c:11]3[cH:12][cH:13][cH:14][c:15]([Cl:17])[c:16]23)[CH2:2][CH2:3][CH2:4][CH2:5][CH2:6]1. The reactants are C, O=C(O)C(Cc1ccccc1)(Cc1cccc(OC(F)(F)C(F)F)c1)C(O)c1ccc(Oc2ccccc2)cn1, CCO, [H][H], [Pd]. Product: O=C(O)C(Cc1cccc(OC(F)(F)C(F)F)c1)C(O)c1ccc(Oc2ccccc2)cn1. RXN SMILES: [C:46].[CH2:1]([c:2]1[cH:3][cH:4][cH:5][cH:6][cH:7]1)[C:8]([C:9](=[O:10])[OH:11])([CH:12]([c:13]1[n:14][cH:15][c:16]([O:19][c:20]2[cH:21][cH:22][cH:23][cH:24][cH:25]2)[cH:17][cH:18]1)[OH:26])[CH2:27][c:28]1[cH:29][c:30]([O:34][C:35]([CH:36]([F:37])[F:38])([F:39])[F:40])[cH:31][cH:32][cH:33]1.[CH3:43][CH2:44][OH:45].[H:41][H:42].[Pd:47]>>[CH:8]([C:9](=[O:10])[OH:11])([CH:12]([c:13]1[n:14][cH:15][c:16]([O:19][c:20]2[cH:21][cH:22][cH:23][cH:24][cH:25]2)[cH:17][cH:18]1)[OH:26])[CH2:27][c:28]1[cH:29][c:30]([O:34][C:35]([CH:36]([F:37])[F:38])([F:39])[F:40])[cH:31][cH:32][cH:33]1. The solvent is C(C)O (ethanol), O (water), [Cl-].[Na+].O (brine). Isolated yield 77.3%. RXN SMILES: [C:1]([C@@H:3]1[CH2:7][CH2:6][CH2:5][N:4]1[C:8]([C@@H:10]1[C@H:15]2[CH2:16][C@H:12]([C@H:13]([O:17][CH2:18][CH:19]=O)[CH2:14]2)[N:11]1[C:21]([O:23][C:24]([CH3:27])([CH3:26])[CH3:25])=[O:22])=[O:9])#[N:2].Cl.[NH2:29][OH:30].C([O-])(=O)C.[Na+]>C(O)C.O.[Cl-].[Na+].O>[C:1]([C@@H:3]1[CH2:7][CH2:6][CH2:5][N:4]1[C:8]([C@@H:10]1[C@H:15]2[CH2:16][C@H:12]([C@H:13]([O:17][CH2:18]/[CH:19]=[N:29]/[OH:30])[CH2:14]2)[N:11]1[C:21]([O:23][C:24]([CH3:25])([CH3:26])[CH3:27])=[O:22])=[O:9])#[N:2] |f:1.2,3.4,7.8.9|. Product: C(#N)[C@H]1N(CCC1)C(=O)[C@H]1N([C@H]2[C@@H](C[C@@H]1C2)OC/C=N/O)C(=O)OC(C)(C)C (tert-Butyl (1R,3S,4S,6R)-3-{[(2S)-2-cyano-1-pyrrolidinyl]carbonyl}-6-{[(2E)-2-(hydroxyimino)ethyl]oxy}-2-azabicyclo[2.2.1]heptane-2-carboxylate). The reactants are C(#N)[C@H]1N(CCC1)C(=O)[C@H]1N([C@H]2[C@@H](C[C@@H]1C2)OCC=O)C(=O)OC(C)(C)C (tert-Butyl (1R,3S,4S,6R)-3-{[(2S)-2-cyano-1-pyrrolidinyl]carbonyl}-6-(2-oxoethoxy)-2-azabicyclo[2.2.1]heptane-2-carboxylate), Cl.NO (hydroxylamine hydrochloride), C(C)(=O)[O-].[Na+] (sodium acetate). Reported procedure: To a solution of tert-butyl (1R,3S,4S,6R)-3-{[(2S)-2-cyano-1-pyrrolidinyl]carbonyl}-6-(2-oxoethoxy)-2-azabicyclo[2.2.1]heptane-2-carboxylate obtained in Example 25-1 (163 mg) in ethanol (6 mL) and water (1 mL), were added hydroxylamine hydrochloride (36 mg) and sodium acetate (46 mg). The mixture was stirred at reflux for 20 minutes. To the resulting mixture, brine was added. The mixture extracted with ethyl acetate. The combined organic phase was washed with brine, dried over sodium sulfate, an... The reactants are FC(C(=CF)C(C(CC)(F)F)(F)F)(F)F (2-trifluoromethyl-1,3,3,4,4-pentafluoro-1-hexene), S(O)(O)(=O)=O (sulfuric acid). Solvent: O (water). The product is FCC(C(F)(F)F)(C(C(CC)(F)F)(F)F)O (2-fluoromethyl-1,1,1,3,3,4,4-heptafluoro-2-hexanol). As a reaction SMILES: [F:1][C:2]([F:15])([F:14])[C:3]([C:6]([F:13])([F:12])[C:7]([F:11])([F:10])[CH2:8][CH3:9])=[CH:4][F:5].S(=O)(=O)(O)[OH:17]>O>[F:5][CH2:4][C:3]([OH:17])([C:6]([F:12])([F:13])[C:7]([F:11])([F:10])[CH2:8][CH3:9])[C:2]([F:14])([F:15])[F:1]. Reported procedure: As another example, 2-fluoromethyl-1,1,1,3,3,4,4-heptafluoro-2-hexanol may be prepared by fluorinating commercially available 3,4-hexanedione to form 3,3,4,4-tetrafluorohexane which may then be dehydrogenated to form 3,3,4,4-tetrafluoro-1-hexene. CF3 may then be added to the 3,3,4,4-tetrafluoro-1-hexene to form 2-trifluoromethyl-1,3,3,4,4-pentafluorohexane which may then be dehydrogenated to form 2-trifluoromethyl-1,3,3,4,4-pentafluoro-1-hexene. The 2-trifluoromethyl-1,3,3,4,4-pentafluoro-1-hexe...